The task is: describe an organic reaction: reactants, conditions, products, and yield. This data is from the Open Reaction Database (ORD), a public repository of structured organic reaction records. Reactants: C1=C(C=CC=2OC3=C(C21)CCCCCC3)N (6,7,8,9,10,11-Hexahydro-benzo[b]-cycloocta[d]furan-2-ylamine), C(C)(C)(C)C1=CC=C(C(=O)Cl)C=C1 (4-t-butylbenzoyl chloride), poly(vinylpyridine). Solvent: ClCCl (dichloromethane). Yields the product C(C)(C)(C)C1=CC=C(C(=O)NC2=CC3=C(OC4=C3CCCCCC4)C=C2)C=C1 (4-tert-butyl-N-(6,7,8,9,10,11-hexahydrobenzo[b]cycloocta[d]furan-2-yl)benzamide). Isolated yield 60.9%. RXN SMILES: [CH:1]1[C:9]2[C:8]3[CH2:10][CH2:11][CH2:12][CH2:13][CH2:14][CH2:15][C:7]=3[O:6][C:5]=2[CH:4]=[CH:3][C:2]=1[NH2:16].[C:17]([C:21]1[CH:29]=[CH:28][C:24]([C:25](Cl)=[O:26])=[CH:23][CH:22]=1)([CH3:20])([CH3:19])[CH3:18]>ClCCl>[C:17]([C:21]1[CH:22]=[CH:23][C:24]([C:25]([NH:16][C:2]2[CH:3]=[CH:4][C:5]3[O:6][C:7]4[CH2:15][CH2:14][CH2:13][CH2:12][CH2:11][CH2:10][C:8]=4[C:9]=3[CH:1]=2)=[O:26])=[CH:28][CH:29]=1)([CH3:20])([CH3:18])[CH3:19]. Reported procedure: Following the procedure of Example 1, 6,7,8,9,10,11-Hexahydro-benzo[b]-cycloocta[d]furan-2-ylamine (0.15 g, 0.70 mmol), 4-t-butylbenzoyl chloride (0.14 mL, 0.73 mmol), and poly(vinylpyridine) (0.5 g) in dichloromethane (17 mL) provided 4-tert-butyl-N-(6,7,8,9,10,11-hexahydrobenzo[b]cycloocta[d]furan-2-yl)benzamide (0.16 g). MS (ESI) m/z 376 ([M+H]+). The reactants are ClC1=NC=C(C=C1)[N+](=O)[O-] (2-chloro-5-nitropyridine), C(#N)C(C)(C)C=1C=C(C(=O)NC2=CC(=C(C=C2)OC)O)C=CC1 (3-(1-cyano-1-methylethyl)-N-(3-hydroxy-4-methoxyphenyl)benzamide), C([O-])([O-])=O.[K+].[K+] (potassium carbonate). Run in C(C)(=O)OCC (ethyl acetate), CCCCCC (hexane), CN(C=O)C (N,N-dimethylformamide). Reaction conditions: temperature 80 celsius, time 4 hour. Product: C(#N)C(C)(C)C=1C=C(C(=O)NC2=CC(=C(C=C2)OC)OC2=NC=C(C=C2)[N+](=O)[O-])C=CC1 (3-(1-cyano-1-methylethyl)-N-{4-methoxy-3-[(5-nitropyridin-2-yl)oxy]phenyl}benzamide). As a reaction SMILES: Cl[C:2]1[CH:7]=[CH:6][C:5]([N+:8]([O-:10])=[O:9])=[CH:4][N:3]=1.[C:11]([C:13]([C:16]1[CH:17]=[C:18]([CH:31]=[CH:32][CH:33]=1)[C:19]([NH:21][C:22]1[CH:27]=[CH:26][C:25]([O:28][CH3:29])=[C:24]([OH:30])[CH:23]=1)=[O:20])([CH3:15])[CH3:14])#[N:12].C(=O)([O-])[O-].[K+].[K+]>CN(C)C=O.C(OCC)(=O)C.CCCCCC>[C:11]([C:13]([C:16]1[CH:17]=[C:18]([CH:31]=[CH:32][CH:33]=1)[C:19]([NH:21][C:22]1[CH:27]=[CH:26][C:25]([O:28][CH3:29])=[C:24]([O:30][C:2]2[CH:7]=[CH:6][C:5]([N+:8]([O-:10])=[O:9])=[CH:4][N:3]=2)[CH:23]=1)=[O:20])([CH3:15])[CH3:14])#[N:12] |f:2.3.4|. Procedure details: To a solution of 2-chloro-5-nitropyridine (547 mg, 3.45 mmol) and 3-(1-cyano-1-methylethyl)-N-(3-hydroxy-4-methoxyphenyl)benzamide (1.03 g, 3.33 mmol) in N,N-dimethylformamide (50 mL) was added potassium carbonate (1.92 g, 13.9 mmol), and the mixture was stirred at 80° C. for 4 hr. The reaction mixture was cooled to room temperature, and diluted with ethyl acetate (75 mL)/hexane (75 mL). The obtained suspension was washed with water (50 mL×3), and the combined aqueous layer was extracted with et... Reactants: HFIB VOAc, C[O-].[Na+] (sodium methoxide), FC(C(C(F)(F)F)=C)(F)F (Hexafluoroisobutylene). Solvent: CO (methyl alcohol), CO (methyl alcohol), CO (methyl alcohol), CO (methyl alcohol). Product: FC(C(C(F)(F)F)=C)(F)F.C(=C)O (HFIB VOH). Reaction SMILES: [F:1][C:2]([F:10])([F:9])[C:3](=[CH2:8])[C:4]([F:7])([F:6])[F:5].[CH3:11][O-:12].[Na+]>CO>[F:1][C:2]([F:10])([F:9])[C:3](=[CH2:8])[C:4]([F:7])([F:6])[F:5].[CH:11]([OH:12])=[CH2:2] |f:1.2,4.5|. Reported procedure: Hexafluoroisobutylene (HFIB)/Vinyl Alcohol (VOH) Copolymer. Fifty grams of the poly(HFIB/VOAc) prepared above, 500 ml of methyl alcohol, and 25 ml of 25 wt % sodium methoxide in methyl alcohol were refluxed for 6 hours. Over this period additional methyl alcohol was added as ˜860 ml of methyl alcohol were distilled off. Addition of resulting polymer solution to water gave a gummy precipitate. The water was decanted off and the precipitate taken back into 200 ml of methyl alcohol and reprecipitat... The reactants are CCOC(C)=O, Clc1cncc(Cl)n1, [H-], [Na+], CN(C)C=O, O, c1nc[nH]n1. The product is Clc1cncc(-n2cncn2)n1. RXN SMILES: [CH3:21][CH2:22][O:23][C:24]([CH3:25])=[O:26].[Cl:8][c:9]1[n:10][c:11]([Cl:15])[cH:12][n:13][cH:14]1.[H-:6].[Na+:7].[O:16]=[CH:17][N:18]([CH3:19])[CH3:20].[OH2:27].[nH:1]1[n:2][cH:3][n:4][cH:5]1>>[n:1]1(-[c:11]2[n:10][c:9]([Cl:8])[cH:14][n:13][cH:12]2)[n:2][cH:3][n:4][cH:5]1.